Dataset: the Open Reaction Database (ORD), a public repository of structured organic reaction records. Task: describe an organic reaction: reactants, conditions, products, and yield Starting materials: ice, C(C#C)Br (propargyl bromide), S(=O)(=O)([O-])[O-].[Na+].[Na+] (sodium sulfate), [N+](=O)([O-])C=C1NCCN1 (2-(nitromethylene)imidazolidine), [H-].[Na+] (sodium hydride). Solvent: CN(C=O)C (dimethylformamide). Run at time 1 hour. Yields the product [N+](=O)([O-])C=C1N(CCN1)CC#C (2-(nitromethylene)-1-(2-propynyl)-imidazolidine). Yield: 46.4%. As a reaction SMILES: [H-].[Na+].[N+:3]([CH:6]=[C:7]1[NH:11][CH2:10][CH2:9][NH:8]1)([O-:5])=[O:4].[CH2:12](Br)[C:13]#[CH:14].S([O-])([O-])(=O)=O.[Na+].[Na+]>CN(C)C=O>[N+:3]([CH:6]=[C:7]1[NH:11][CH2:10][CH2:9][N:8]1[CH2:14][C:13]#[CH:12])([O-:5])=[O:4] |f:0.1,4.5.6|. Procedure: An ice-cooled mixture of 50 milliliters of dry dimethylformamide and 1.77 grams of a 57% by weight dispersion of sodium hydride in mineral oil, maintained under nitrogen atmosphere, was treated with 5.16 grams of 2-(nitromethylene)imidazolidine. After stirring for 1 hour, 7.97 grams of propargyl bromide was added. The mixture was stirred at 10° for an additional hour, allowed to warm to room temperature, and poured into 400 milliliters of saturated aqueous sodium sulfate. The product was extract... Starting materials: CC(=O)[O-], COc1ccc2c(c1)CC(C)C1C2CCC2(C)C(CO)CCC12, ClCCl, O=[Cr](=O)([O-])Cl, [Na+]. Product: COc1ccc2c(c1)CC(C)C1C2CCC2(C)C(C=O)CCC12. RXN SMILES: [CH3:30][C:31](=[O:32])[O-:33].[CH3:6][O:7][c:8]1[cH:9][c:10]2[c:23]([cH:24][cH:25]1)[CH:22]1[CH:13]([CH:12]([CH3:28])[CH2:11]2)[CH:14]2[CH2:15][CH2:16][CH:17]([CH2:26][OH:27])[C:18]2([CH3:19])[CH2:20][CH2:21]1.[Cl:34][CH2:35][Cl:36].[Cr:1]([Cl:2])([O-:3])(=[O:4])=[O:5].[Na+:29]>>[CH3:6][O:7][c:8]1[cH:9][c:10]2[c:23]([cH:24][cH:25]1)[CH:22]1[CH:13]([CH:12]([CH3:28])[CH2:11]2)[CH:14]2[CH2:15][CH2:16][CH:17]([CH:26]=[O:27])[C:18]2([CH3:19])[CH2:20][CH2:21]1. Starting materials: FC(C(C)(C)C1=CC=C(C=C1)O)(F)F (4-(2,2,2-trifluoro-1,1-dimethylethyl)phenol), C([O-])([O-])=O.[K+].[K+] (potassium carbonate), BrCC(=O)OCC (ethyl bromoacetate). Solvent: CN(C=O)C (N,N-dimethylformamide). Run at time 3 hour. Product: FC(C(C)(C)C1=CC=C(OCC(=O)OCC)C=C1)(F)F (ethyl [4-(2,2,2-trifluoro-1,1-dimethylethyl)phenoxy]acetate). RXN SMILES: [F:1][C:2]([F:14])([F:13])[C:3]([C:6]1[CH:11]=[CH:10][C:9]([OH:12])=[CH:8][CH:7]=1)([CH3:5])[CH3:4].C(=O)([O-])[O-].[K+].[K+].Br[CH2:22][C:23]([O:25][CH2:26][CH3:27])=[O:24]>CN(C)C=O>[F:1][C:2]([F:13])([F:14])[C:3]([C:6]1[CH:11]=[CH:10][C:9]([O:12][CH2:22][C:23]([O:25][CH2:26][CH3:27])=[O:24])=[CH:8][CH:7]=1)([CH3:5])[CH3:4] |f:1.2.3|. Reported procedure: To a mixture of 4-(2,2,2-trifluoro-1,1-dimethylethyl)phenol (408 mg, 2.0 mmol, WO 9708144A1) and potassium carbonate (552 mg, 4.0 mmol) in N,N-dimethylformamide (DMF) (30 ml) was added ethyl bromoacetate (334 mg, 2.0 mmol) and the mixture was stirred for 3 hours at ambient temperature. The reaction was partitioned with water and a 1:10 by volume mixture of ethylacetate/hexane, and the organic layer was separated and dried over sodium sulfate. After filtration to separate solvent and sodium sulfa... Reactants: [N+](=O)([O-])C1=CC=C(C=C1)SC1=CC=C(C=C1)C(C(F)(F)F)(C(F)(F)F)C1=CC=C(C=C1)SC1=CC=C(C=C1)[N+](=O)[O-] (2,2-Bis[4-(4-nitrophenylthio)-phenyl]hexafluoropropane), [N+](=O)([O-])C1=CC=C(C=C1)SC1=CC=C(C=C1)C(C(F)(F)F)(C(F)(F)F)C1=CC=C(C=C1)SC1=CC=C(C=C1)[N+](=O)[O-] (2,2-Bis[4-(4-nitrophenylthio)-phenyl]hexafluoropropane), [H][H] (hydrogen). Reagents/catalysts: [Pd] (palladium-on-charcoal). Solvent: C(C)O (ethyl alcohol). Yields the product NC1=CC=C(C=C1)SC1=CC=C(C=C1)C(C(F)(F)F)(C(F)(F)F)C1=CC=C(C=C1)SC1=CC=C(C=C1)N (2,2-Bis[4-(4-aminophenylthio)phenyl]hexafluoropropane). Reaction SMILES: [N+:1]([C:4]1[CH:9]=[CH:8][C:7]([S:10][C:11]2[CH:16]=[CH:15][C:14]([C:17]([C:26]3[CH:31]=[CH:30][C:29]([S:32][C:33]4[CH:38]=[CH:37][C:36]([N+:39]([O-])=O)=[CH:35][CH:34]=4)=[CH:28][CH:27]=3)([C:22]([F:25])([F:24])[F:23])[C:18]([F:21])([F:20])[F:19])=[CH:13][CH:12]=2)=[CH:6][CH:5]=1)([O-])=O.[H][H]>[Pd].C(O)C>[NH2:39][C:36]1[CH:35]=[CH:34][C:33]([S:32][C:29]2[CH:30]=[CH:31][C:26]([C:17]([C:14]3[CH:15]=[CH:16][C:11]([S:10][C:7]4[CH:6]=[CH:5][C:4]([NH2:1])=[CH:9][CH:8]=4)=[CH:12][CH:13]=3)([C:18]([F:21])([F:19])[F:20])[C:22]([F:23])([F:24])[F:25])=[CH:27][CH:28]=2)=[CH:38][CH:37]=1. Procedure details: Compound 8 was is prepared by hydrogenating 2,2-bis[4-(4-nitrophenylthio)phenyl]hexafluoropropane (Compound 7) in a Parr apparatus under 4 atmospheres of hydrogen over palladium-on-charcoal catalyst in ethyl alcohol solvent. Starting materials: [Si](C)(C)(C(C)(C)C)OCCN1N=C2CCC3=C(C2=C1)SC=1C3=C(N=CN1)NC1=CC(=C(C=C1)OCC1=CC(=CC=C1)F)Cl (2-(2-{[tert-butyl(dimethyl)silyl]oxy}ethyl)-N-{3-chloro-4-[(3-fluorobenzyl)oxy]phenyl}-4,5-dihydro-2H-pyrimido[5′,4′:4,5]thieno[2,3-e]indazol-6-amine), Cl (HCl). Run in C1CCOC1 (THF). Yields the product ClC=1C=C(C=CC1OCC1=CC(=CC=C1)F)NC1=NC=NC2=C1C1=C(C3=CN(N=C3CC1)CCO)S2 (2-[6-({3-chloro-4-[(3-fluorobenzyl)oxy]phenyl}amino)-4,5-dihydro-2H-pyrimido[5′,4′:4,5]thieno[2,3-e]indazol-2-yl]ethanol). The yield is 88.8%. RXN SMILES: [Si]([O:8][CH2:9][CH2:10][N:11]1[CH:19]=[C:18]2[C:13]([CH2:14][CH2:15][C:16]3[C:22]4=[C:23]([NH:27][C:28]5[CH:33]=[CH:32][C:31]([O:34][CH2:35][C:36]6[CH:41]=[CH:40][CH:39]=[C:38]([F:42])[CH:37]=6)=[C:30]([Cl:43])[CH:29]=5)[N:24]=[CH:25][N:26]=[C:21]4[S:20][C:17]=32)=[N:12]1)(C(C)(C)C)(C)C.Cl>C1COCC1>[Cl:43][C:30]1[CH:29]=[C:28]([NH:27][C:23]2[C:22]3[C:16]4[CH2:15][CH2:14][C:13]5[C:18](=[CH:19][N:11]([CH2:10][CH2:9][OH:8])[N:12]=5)[C:17]=4[S:20][C:21]=3[N:26]=[CH:25][N:24]=2)[CH:33]=[CH:32][C:31]=1[O:34][CH2:35][C:36]1[CH:41]=[CH:40][CH:39]=[C:38]([F:42])[CH:37]=1. Reported procedure: To 250 mL THF cooled to 0° C. was added 2-(2-{[tert-butyl(dimethyl)silyl]oxy}ethyl)-N-{3-chloro-4-[(3-fluorobenzyl)oxy]phenyl}-4,5-dihydro-2H-pyrimido[5′,4′:4,5]thieno[2,3-e]indazol-6-amine (7.70 g, 10.9 mmol). To the homogeneous mixture was then added aq HCl 2M, 6.5 mL), upon which the contents darken. The contents were stirred with warming to rt over a 4 h period, after which time the solvent was removed under reduced pressure. The crude residue was diluted with aq Na2CO3 (2M, 100 mL) to attai... Starting materials: ClC1=NC=C(C(=O)NC2=C(C=CC=C2)CN2CCN(CC2)C)C=C1 (6-chloro-N-[2-(4-methylpiperazin-1-ylmethyl)phenyl]nicotinamide), ClC1=NC=C(C(=O)NC2=C(C=CC=C2)CN2CCN(CC2)C)C=C1 (6-chloro-N-[2-(4-methylpiperazin-1-ylmethyl)phenyl]nicotinamide), CC1=C(C=C(C=C1)NC(=O)C1=CSC=C1)B1OC(C(O1)(C)C)(C)C (N-[4-methyl-3-(4,4,5,5-tetramethyl-[1,3,2]dioxaborolan-2-yl)-phenyl]thiophene-3-amide), CC1=C(C=C(C=C1)NC(=O)C1=CSC=C1)B1OC(C(O1)(C)C)(C)C (N-[4-methyl-3-(4,4,5,5-tetramethyl-[1,3,2]dioxaborolan-2-yl)-phenyl]thiophene-3-amide). Yields the product CN1CCN(CC1)CC1=C(C=CC=C1)NC(C1=CN=C(C=C1)C1=C(C=CC(=C1)NC(=O)C1=CSC=C1)C)=O (N-[2-(4-Methylpiperazin-1-ylmethyl)phenyl]-6-[5-(thiophen-3-ylcarbonylamino)-2-methyl-phenyl]-nicotinamide). RXN SMILES: Cl[C:2]1[CH:24]=[CH:23][C:5]([C:6]([NH:8][C:9]2[CH:14]=[CH:13][CH:12]=[CH:11][C:10]=2[CH2:15][N:16]2[CH2:21][CH2:20][N:19]([CH3:22])[CH2:18][CH2:17]2)=[O:7])=[CH:4][N:3]=1.[CH3:25][C:26]1[CH:31]=[CH:30][C:29]([NH:32][C:33]([C:35]2[CH:39]=[CH:38][S:37][CH:36]=2)=[O:34])=[CH:28][C:27]=1B1OC(C)(C)C(C)(C)O1>>[CH3:22][N:19]1[CH2:20][CH2:21][N:16]([CH2:15][C:10]2[CH:11]=[CH:12][CH:13]=[CH:14][C:9]=2[NH:8][C:6](=[O:7])[C:5]2[CH:23]=[CH:24][C:2]([C:27]3[CH:28]=[C:29]([NH:32][C:33]([C:35]4[CH:39]=[CH:38][S:37][CH:36]=4)=[O:34])[CH:30]=[CH:31][C:26]=3[CH3:25])=[N:3][CH:4]=2)[CH2:17][CH2:18]1. Procedure details: N-[2-(4-Methylpiperazin-1-ylmethyl)phenyl]-6-[5-(thiophen-3-ylcarbonylamino)-2-methyl-phenyl]-nicotinamide was prepared from 6-chloro-N-[2-(4-methylpiperazin-1-ylmethyl)phenyl]nicotinamide (Intermediate 5) and N-[4-methyl-3-(4,4,5,5-tetramethyl-[1,3,2]dioxaborolan-2-yl)-phenyl]thiophene-3-amide (Intermediate 14) using General Method B. LCMS: retention time 2.58 min, MH+ 526. NMR: δH [2H6]-DMSO 11.64,(1H, b), 10.14,(1H, s), 9.23,(1H, s), 8.38,(2H, m), 8.31,(1H, d), 7.91,(1H, s), 7.79-7.75,(2H, m)... Product: CCCC=CC1COC(c2ccc(OCCCC)cc2)OC1. Starting materials: CCCCOc1ccc(C=O)cc1, Cc1ccccc1, CCCC=CC(CO)CO, O=S(=O)(O)O. As a reaction SMILES: [CH2:11]([CH2:12][CH2:13][CH3:14])[O:15][c:16]1[cH:17][cH:18][c:19]([CH:20]=[O:21])[cH:22][cH:23]1.[CH3:29][c:30]1[cH:31][cH:32][cH:33][cH:34][cH:35]1.[CH:1](=[CH:2][CH2:3][CH2:4][CH3:5])[CH:6]([CH2:7][OH:8])[CH2:9][OH:10].[S:24](=[O:25])(=[O:26])([OH:27])[OH:28]>>[CH:1](=[CH:2][CH2:3][CH2:4][CH3:5])[CH:6]1[CH2:7][O:8][CH:20]([c:19]2[cH:18][cH:17][c:16]([O:15][CH2:11][CH2:12][CH2:13][CH3:14])[cH:23][cH:22]2)[O:10][CH2:9]1.